Dataset: the Open Reaction Database (ORD), a public repository of structured organic reaction records. Task: describe an organic reaction: reactants, conditions, products, and yield Starting materials: CC1=NC=CC=C1B(O)O (2-methylpyridine-3-boronic acid), ClC1=CC=C(C=C1)C1N(C(C=2NN=C(C21)C)=O)C2=CN(C(C(=C2)C)=O)C (4-(4-chlorophenyl)-5-(1,5-dimethyl-6-oxo-1,6-dihydropyridin-3-yl)-3-methyl-4,5-dihydropyrrolo[3,4-c]pyrazol-6(1H)-one), CC1=NC=CC=C1B(O)O (2-methylpyridine-3-boronic acid), N1=CC=CC=C1 (pyridine). Reagents/catalysts: C(C)(=O)[O-].[Cu+2].C(C)(=O)[O-] (copper(II) acetate). Run in O=[N+]([O-])[O-].[O-][N+]([O-])=O.[O-][N+]([O-])=O.[O-][N+]([O-])=O.[O-][N+]([O-])=O.[O-][N+]([O-])=O.[Ce+4].[NH4+].[NH4+] (CAN). Run at temperature 65 celsius, time 10 minute. Product: ClC1=CC=C(C=C1)C1N(C(C2=NN(C(=C21)C)C=2C(=NC=CC2)C)=O)C2=CN(C(C(=C2)C)=O)C (4-(4-chlorophenyl)-5-(1,5-dimethyl-6-oxo-1,6-dihydropyridin-3-yl)-3-methyl-2-(2-methylpyridin-3-yl)-4,5-dihydropyrrolo[3,4-c]pyrazol-6(2H)-one). Isolated yield 4.4%. RXN SMILES: [Cl:1][C:2]1[CH:7]=[CH:6][C:5]([CH:8]2[C:15]3[C:14]([CH3:16])=[N:13][NH:12][C:11]=3[C:10](=[O:17])[N:9]2[C:18]2[CH:23]=[C:22]([CH3:24])[C:21](=[O:25])[N:20]([CH3:26])[CH:19]=2)=[CH:4][CH:3]=1.[CH3:27][C:28]1[C:33](B(O)O)=[CH:32][CH:31]=[CH:30][N:29]=1.N1C=CC=CC=1>O=[N+]([O-])[O-].[O-][N+](=O)[O-].[O-][N+](=O)[O-].[O-][N+](=O)[O-].[O-][N+](=O)[O-].[O-][N+](=O)[O-].[Ce+4].[NH4+].[NH4+].C([O-])(=O)C.[Cu+2].C([O-])(=O)C>[Cl:1][C:2]1[CH:7]=[CH:6][C:5]([CH:8]2[C:15]3[C:11](=[N:12][N:13]([C:33]4[C:28]([CH3:27])=[N:29][CH:30]=[CH:31][CH:32]=4)[C:14]=3[CH3:16])[C:10](=[O:17])[N:9]2[C:18]2[CH:23]=[C:22]([CH3:24])[C:21](=[O:25])[N:20]([CH3:26])[CH:19]=2)=[CH:4][CH:3]=1 |f:3.4.5.6.7.8.9.10.11,12.13.14|. Reported procedure: To a stirred solution of 4-(4-chlorophenyl)-5-(1,5-dimethyl-6-oxo-1,6-dihydropyridin-3-yl)-3-methyl-4,5-dihydropyrrolo[3,4-c]pyrazol-6(1H)-one (Step 81.1) (200 mg, 0.542 mmol) in CAN (4 mL) with molecular sieves (4 g) under Ar were added 2-methylpyridine-3-boronic acid (166 mg, 1.085 mmol), pyridine (0.088 mL, 1.085 mmol) and copper(II) acetate (148 mg, 0.813 mmol) and the reaction mixture was stirred 10 min at 65° C. 2-methylpyridine-3-boronic acid (1.485 g, 10.85 mmol) was added portionwise ov... Starting materials: COc1ccc(-c2sc3cc(OC)ccc3c2C(=O)c2ccc(O)cc2)cc1, OC1CCCCC1N1CCCCC1, CCOC(=O)N=NC(=O)OCC, c1ccc(P(c2ccccc2)c2ccccc2)cc1. Product: COc1ccc(-c2sc3cc(OC)ccc3c2C(=O)c2ccc(OC3CCCCC3N3CCCCC3)cc2)cc1. Reaction SMILES: [CH3:1][O:2][c:3]1[cH:4][cH:5][c:6]2[c:7]([s:8][c:9](-[c:20]3[cH:21][cH:22][c:23]([O:26][CH3:27])[cH:24][cH:25]3)[c:10]2[C:11]([c:12]2[cH:13][cH:14][c:15]([OH:18])[cH:16][cH:17]2)=[O:19])[cH:28]1.[N:29]1([CH:35]2[CH:36]([OH:41])[CH2:37][CH2:38][CH2:39][CH2:40]2)[CH2:30][CH2:31][CH2:32][CH2:33][CH2:34]1.[O:61]=[C:62]([O:63][CH2:64][CH3:65])[N:66]=[N:67][C:68]([O:69][CH2:70][CH3:71])=[O:72].[c:42]1([P:43]([c:44]2[cH:45][cH:46][cH:47][cH:48][cH:49]2)[c:50]2[cH:51][cH:52][cH:53][cH:54][cH:55]2)[cH:56][cH:57][cH:58][cH:59][cH:60]1>>[CH3:1][O:2][c:3]1[cH:4][cH:5][c:6]2[c:7]([s:8][c:9](-[c:20]3[cH:21][cH:22][c:23]([O:26][CH3:27])[cH:24][cH:25]3)[c:10]2[C:11]([c:12]2[cH:13][cH:14][c:15]([O:18][CH:36]3[CH:35]([N:29]4[CH2:30][CH2:31][CH2:32][CH2:33][CH2:34]4)[CH2:40][CH2:39][CH2:38][CH2:37]3)[cH:16][cH:17]2)=[O:19])[cH:28]1. Starting materials: CCCCO, CCN(C(C)C)C(C)C, O=C(Nc1nc2cccc(NC3CCCCC3)n2n1)c1ccc(Cl)nc1, NCCCO. The product is O=C(Nc1nc2cccc(NC3CCCCC3)n2n1)c1ccc(NCCCO)nc1. RXN SMILES: [CH2:41]([OH:42])[CH2:43][CH2:44][CH3:45].[CH:32]([N:33]([CH2:34][CH3:35])[CH:36]([CH3:37])[CH3:38])([CH3:39])[CH3:40].[Cl:1][c:2]1[n:3][cH:4][c:5]([C:6](=[O:7])[NH:8][c:9]2[n:10][n:11]3[c:12]([cH:13][cH:14][cH:15][c:16]3[NH:17][CH:18]3[CH2:19][CH2:20][CH2:21][CH2:22][CH2:23]3)[n:24]2)[cH:25][cH:26]1.[NH2:27][CH2:28][CH2:29][CH2:30][OH:31]>>[c:2]1([NH:27][CH2:28][CH2:29][CH2:30][OH:31])[n:3][cH:4][c:5]([C:6](=[O:7])[NH:8][c:9]2[n:10][n:11]3[c:12]([cH:13][cH:14][cH:15][c:16]3[NH:17][CH:18]3[CH2:19][CH2:20][CH2:21][CH2:22][CH2:23]3)[n:24]2)[cH:25][cH:26]1. Starting materials: FC(F)(F)c1cnn2c(Br)cnc2n1, O=C([O-])[O-], CC1(C)COB(c2cccc(-n3cncn3)c2)OC1, COCCOC, [Na+], [Na+], c1ccc(P(c2ccccc2)(c2ccccc2)[Pd](P(c2ccccc2)(c2ccccc2)c2ccccc2)(P(c2ccccc2)(c2ccccc2)c2ccccc2)P(c2ccccc2)(c2ccccc2)c2ccccc2)cc1. The product is FC(F)(F)c1cnn2c(-c3cccc(-n4cncn4)c3)cnc2n1. RXN SMILES: [Br:20][c:21]1[cH:22][n:23][c:24]2[n:25]1[n:26][cH:27][c:28]([C:30]([F:31])([F:32])[F:33])[n:29]2.[C:34](=[O:35])([O-:36])[O-:37].[CH3:1][C:2]1([CH3:3])[CH2:4][O:5][B:6]([c:8]2[cH:9][c:10](-[n:14]3[n:15][cH:16][n:17][cH:18]3)[cH:11][cH:12][cH:13]2)[O:7][CH2:19]1.[CH3:40][O:41][CH2:42][CH2:43][O:44][CH3:45].[Na+:38].[Na+:39].[cH:46]1[cH:47][cH:48][c:49]([P:50]([Pd:51]([P:52]([c:53]2[cH:54][cH:55][cH:56][cH:57][cH:58]2)([c:59]2[cH:60][cH:61][cH:62][cH:63][cH:64]2)[c:65]2[cH:66][cH:67][cH:68][cH:69][cH:70]2)([P:71]([c:72]2[cH:73][cH:74][cH:75][cH:76][cH:77]2)([c:78]2[cH:79][cH:80][cH:81][cH:82][cH:83]2)[c:84]2[cH:85][cH:86][cH:87][cH:88][cH:89]2)[P:90]([c:91]2[cH:92][cH:93][cH:94][cH:95][cH:96]2)([c:97]2[cH:98][cH:99][cH:100][cH:101][cH:102]2)[c:103]2[cH:104][cH:105][cH:106][cH:107][cH:108]2)([c:109]2[cH:110][cH:111][cH:112][cH:113][cH:114]2)[c:115]2[cH:116][cH:117][cH:118][cH:119][cH:120]2)[cH:121][cH:122]1>>[c:8]1(-[c:21]2[cH:22][n:23][c:24]3[n:25]2[n:26][cH:27][c:28]([C:30]([F:31])([F:32])[F:33])[n:29]3)[cH:9][c:10](-[n:14]2[n:15][cH:16][n:17][cH:18]2)[cH:11][cH:12][cH:13]1. Starting materials: FC1=C2C=C(N(C2=C(C=C1)N(S(=O)(=O)C=1SC=CC1)C)OCOC)C=1SC=CN1 (N-[4-fluoro-1-(methoxymethoxy)-2-(1,3-thiazol-2-yl)-1H-indol-7-yl]-N-methylthiophene-2-sulfonamide), Cl (hydrochloric acid), O1CCCC1 (tetrahydrofuran), C(C)O (ethanol). Run in C(C)(=O)OCC (ethyl acetate). Yields the product FC1=C2C=C(NC2=C(C=C1)N(S(=O)(=O)C=1SC=CC1)C)C=1SC=CN1 (N-[4-Fluoro-2-(1,3-thiazol-2-yl)-1H-indol-7-yl]-N-methylthiophene-2-sulfonamide). Isolated yield 51.0%. Reaction SMILES: [F:1][C:2]1[CH:10]=[CH:9][C:8]([N:11]([CH3:20])[S:12]([C:15]2[S:16][CH:17]=[CH:18][CH:19]=2)(=[O:14])=[O:13])=[C:7]2[C:3]=1[CH:4]=[C:5]([C:25]1[S:26][CH:27]=[CH:28][N:29]=1)[N:6]2OCOC.Cl.O1CCCC1.C(O)C>C(OCC)(=O)C>[F:1][C:2]1[CH:10]=[CH:9][C:8]([N:11]([CH3:20])[S:12]([C:15]2[S:16][CH:17]=[CH:18][CH:19]=2)(=[O:13])=[O:14])=[C:7]2[C:3]=1[CH:4]=[C:5]([C:25]1[S:26][CH:27]=[CH:28][N:29]=1)[NH:6]2. Procedure details: A mixed solution of N-[4-fluoro-1-(methoxymethoxy)-2-(1,3-thiazol-2-yl)-1H-indol-7-yl]-N-methylthiophene-2-sulfonamide (165 mg), 6N hydrochloric acid (6 mL), tetrahydrofuran (2 mL) and ethanol (4 mL) was stirred at 80° C. for 7 hr. The reaction solution was diluted with ethyl acetate, washed with water, aqueous sodium hydrogencarbonate solution and saturated brine, dried over anhydrous magnesium sulfate, and concentrated under reduced pressure. The obtained residue was subjected to silica gel co... Starting materials: C=CCC1(C(=O)OCC)CCN(C(=O)OC(C)(C)C)CC1, CCOC(C)=O, CC(C)O, O=[Os](=O)(=O)=O, O. The product is CCOC(=O)C1(CC=O)CCN(C(=O)OC(C)(C)C)CC1. RXN SMILES: [CH2:1]([CH3:2])[O:3][C:4](=[O:5])[C:6]1([CH2:19][CH:20]=[CH2:21])[CH2:7][CH2:8][N:9]([C:12](=[O:13])[O:14][C:15]([CH3:16])([CH3:17])[CH3:18])[CH2:10][CH2:11]1.[CH3:22][CH2:23][O:24][C:25]([CH3:26])=[O:27].[CH:28]([OH:29])([CH3:30])[CH3:31].[O:33]=[Os:34](=[O:35])(=[O:36])=[O:37].[OH2:32]>>[CH2:1]([CH3:2])[O:3][C:4](=[O:5])[C:6]1([CH2:19][CH:20]=[O:24])[CH2:7][CH2:8][N:9]([C:12](=[O:13])[O:14][C:15]([CH3:16])([CH3:17])[CH3:18])[CH2:10][CH2:11]1. RXN SMILES: Cl.[F:2][C:3]([F:15])([F:14])[C:4]1[CH:12]=[C:11]2[C:7]([CH2:8][CH2:9][CH:10]2[NH2:13])=[CH:6][CH:5]=1>CCOCC>[F:2][C:3]([F:14])([F:15])[C:4]1[CH:12]=[C:11]2[C:7]([CH2:8][CH2:9][CH:10]2[NH2:13])=[CH:6][CH:5]=1 |f:0.1|. Run in CCOCC (ether). Yields the product hydrochloride salt, FC(C1=CC=C2CCC(C2=C1)N)(F)F (6-trifluoromethyl-1-aminoindane). The reactants are amine, Cl.FC(C1=CC=C2CCC(C2=C1)N)(F)F (6-Trifluoromethyl-1-aminoindane hydrochloride). Procedure: The hydrochloride salt of 6-trifluoromethyl-1-aminoindane was prepared by dissolving the amine base in ether and saturating the etheral solution with gaseous HCl. The hydrochloride salt precipitated and was separated by filtration. 300 mg. of a colorless solid were obtained melting with partial decomposition at about 250° C. and showing a single spot on TLC were obtained. 6-Trifluoromethyl-1-aminoindane hydrochloride thus prepared melted above 260° C. after recrystallization from a methanol-ethy... The reactants are Cl.C1(CC1)N1C=C(C(C2=CC(=C(C(=C12)C)N1CC(CC1)CN(C(C)=O)CC)F)=O)C(=O)O (1-cyclopropyl-7-[3-(N-ethylacetamido)methyl-1-pyrrolidinyl]-6-fluoro-8-methyl-1,4-dihydro-4-oxoquinoline-3-carboxylic acid hydrochloride). Run in [OH-].[Na+] (sodium hydroxide). Reaction conditions: time 30 minute. The product is Cl.C1(CC1)N1C=C(C(C2=CC(=C(C(=C12)C)N1CC(CC1)CNCC)F)=O)C(=O)O (1-cyclopropyl-7-(3-ethylaminomethyl-1-pyrrolidinyl)-6-fluoro-8-methyl-1,4-dihydro-4-oxoquinoline-3-carboxylic acid hydrochloride). Isolated yield 15.0%. RXN SMILES: [ClH:1].[CH:2]1([N:5]2[C:14]3[C:9](=[CH:10][C:11]([F:28])=[C:12]([N:16]4[CH2:20][CH2:19][CH:18]([CH2:21][N:22](CC)[C:23](=O)[CH3:24])[CH2:17]4)[C:13]=3[CH3:15])[C:8](=[O:29])[C:7]([C:30]([OH:32])=[O:31])=[CH:6]2)[CH2:4][CH2:3]1>[OH-].[Na+]>[ClH:1].[CH:2]1([N:5]2[C:14]3[C:9](=[CH:10][C:11]([F:28])=[C:12]([N:16]4[CH2:20][CH2:19][CH:18]([CH2:21][NH:22][CH2:23][CH3:24])[CH2:17]4)[C:13]=3[CH3:15])[C:8](=[O:29])[C:7]([C:30]([OH:32])=[O:31])=[CH:6]2)[CH2:4][CH2:3]1 |f:0.1,2.3,4.5|. Procedure details: To 1-cyclopropyl-7-[3-(N-ethylacetamido)methyl-1-pyrrolidinyl]-6-fluoro-8-methyl-1,4-dihydro-4-oxoquinoline-3-carboxylic acid hydrochloride (0.22 g) is added 5% aqueous sodium hydroxide (10 ml), and the mixture is refluxed for 24 hours. After cooling, the insoluble materials are filtered off, and the filtrate is acidified with conc. hydrochloric acid. The mixture is extracted with dichloromethane, and the aqueous layer is made alkaline with aqueous sodium hydroxide, and thereto is added t-butoxy... As a reaction SMILES: [CH3:13][O:14][c:15]1[cH:16][cH:17][c:18]([P:19]2(=[S:22])[S:20][P:21]([c:23]3[cH:24][cH:25][c:26]([O:27][CH3:28])[cH:29][cH:30]3)(=[S:31])[S:32]2)[cH:33][cH:34]1.[CH3:35][c:36]1[cH:37][cH:38][cH:39][cH:40][cH:41]1.[S:1]1[CH2:2][C:3](=[O:12])[NH:4][CH2:5][c:6]2[c:7]1[cH:8][cH:9][cH:10][cH:11]2>>[S:1]1[CH2:2][C:3](=[S:22])[NH:4][CH2:5][c:6]2[c:7]1[cH:8][cH:9][cH:10][cH:11]2. Product: S=C1CSc2ccccc2CN1. The reactants are COc1ccc(P2(=S)SP(=S)(c3ccc(OC)cc3)S2)cc1, Cc1ccccc1, O=C1CSc2ccccc2CN1. Reactants: C(C)(C)C1=C(C=C(C=C1)C)O (2-isopropyl-5-methyl-phenol), C(=O)[O-].[NH4+] (ammonium formate). The reagents and catalysts are [Pd] (Pd/C). Run in C(C)O (ethanol). Yields the product NC=1C=CC(=C(C1)O)C(C)C (5-amino-2-isopropylphenol). Reaction SMILES: [CH:1]([C:4]1[CH:9]=[CH:8][C:7](C)=[CH:6][C:5]=1[OH:11])([CH3:3])[CH3:2].C([O-])=O.[NH4+:15]>C(O)C.[Pd]>[NH2:15][C:7]1[CH:8]=[CH:9][C:4]([CH:1]([CH3:3])[CH3:2])=[C:5]([OH:11])[CH:6]=1 |f:1.2|. Procedure: To a refluxing solution of 2-isopropyl-5-methyl-phenol (1.3 g, 8.65 mmol) and ammonium formate (1.3 g, 20.62 mmol) in ethanol (50 mL) was added 10% Pd/C (887 mg, 8.33 mmol). The mixture was refluxed for an additional 5 minutes, cooled and filtered through a pad of celite. The solvent was removed by evaporation to give 5-amino-2-isopropylphenol which was used without further purification. 1H NMR (400 MHz, DMSO-d6) δ 8.70 (s, 1H), 6.71 (d, J=8.1 Hz, 1H), 6.04 (d, J=2.2 Hz, 1H), 5.97 (dd, J=8.1, 2....